This data is from the Open Reaction Database (ORD), a public repository of structured organic reaction records. The task is: describe an organic reaction: reactants, conditions, products, and yield The reactants are [Cl-], [Cl-], [Cl-], [Cl-], COc1c(Cl)cccc1C(C)(C)CC(O)(C=O)C(F)(F)F, ClCCl, Cn1ncc2c(N)cccc2c1=O, [Ti+4]. Product: COc1c(Cl)ccc2c1C(C)(C)CC(O)(C(F)(F)F)C2Nc1cccc2c(=O)n(C)ncc12. Reaction SMILES: [Cl-:38].[Cl-:39].[Cl-:40].[Cl-:41].[Cl:1][c:2]1[c:3]([O:20][CH3:21])[c:4]([C:8]([CH2:9][C:10]([CH:11]=[O:12])([C:13]([F:14])([F:15])[F:16])[OH:17])([CH3:18])[CH3:19])[cH:5][cH:6][cH:7]1.[Cl:35][CH2:36][Cl:37].[NH2:22][c:23]1[c:24]2[cH:25][n:26][n:27]([CH3:34])[c:28](=[O:33])[c:29]2[cH:30][cH:31][cH:32]1.[Ti+4:42]>>[Cl:1][c:2]1[c:3]([O:20][CH3:21])[c:4]2[c:5]([cH:6][cH:7]1)[CH:11]([NH:22][c:23]1[c:24]3[cH:25][n:26][n:27]([CH3:34])[c:28](=[O:33])[c:29]3[cH:30][cH:31][cH:32]1)[C:10]([C:13]([F:14])([F:15])[F:16])([OH:17])[CH2:9][C:8]2([CH3:18])[CH3:19]. Reactants: BrCC(=O)C1=CC=C(C=C1)Br (2,4′-dibromo acetophenone), C1(=C(C=CC=C1)N)N (1,2-phenylenediamine). Solvent: C(C)O (ethanol). Product: BrC1=CC=C(C=C1)C1=NC2=CC=CC=C2N=C1 (2-(4-bromo-phenyl)-quinoxaline). Isolated yield 40.9%. Reaction SMILES: Br[CH2:2][C:3]([C:5]1[CH:10]=[CH:9][C:8]([Br:11])=[CH:7][CH:6]=1)=O.[C:12]1([NH2:19])[CH:17]=[CH:16][CH:15]=[CH:14][C:13]=1[NH2:18]>C(O)C>[Br:11][C:8]1[CH:9]=[CH:10][C:5]([C:3]2[CH:2]=[N:19][C:12]3[C:13](=[CH:14][CH:15]=[CH:16][CH:17]=3)[N:18]=2)=[CH:6][CH:7]=1. Procedure details: Ten grams (36 mmol) of 2,4′-dibromo acetophenone and 4.0 g (37 mmol) of 1,2-phenylenediamine were refluxed under heating among 20 milliliter of ethanol for 3.5 hours. After completion of the reaction, resultant crystals were separated with filtration, washed with ethanol, thereby obtaining 4.2 g of 2-(4-bromo-phenyl)-quinoxaline (yield: 41%). Starting materials: O1CCC2=C1C=CC(=C2)CCC(=O)OCC (ethyl 3-(2,3-dihydrobenzofuran-5-yl)propionate), C(C)(=O)[O-].[Na+] (sodium acetate), BrBr (Bromine). The solvent is C(C)(=O)O (acetic acid). Run at time 1 hour. Product: BrC1=CC(=CC=2CCOC21)CCC(=O)OCC (Ethyl 3-(7-Bromo-2,3-dihydrobenzofuran-5-yl)propionate). The yield is 97.5%. RXN SMILES: [Br:1]Br.[O:3]1[C:7]2[CH:8]=[CH:9][C:10]([CH2:12][CH2:13][C:14]([O:16][CH2:17][CH3:18])=[O:15])=[CH:11][C:6]=2[CH2:5][CH2:4]1.C([O-])(=O)C.[Na+]>C(O)(=O)C>[Br:1][C:8]1[C:7]2[O:3][CH2:4][CH2:5][C:6]=2[CH:11]=[C:10]([CH2:12][CH2:13][C:14]([O:16][CH2:17][CH3:18])=[O:15])[CH:9]=1 |f:2.3|. Procedure details: Bromine (10.5 g, 65.8 mmols) was dropwise added to an acetic acid (150 ml) solution containing ethyl 3-(2,3-dihydrobenzofuran-5-yl)propionate (14.5 g, 65.8 mmols) and sodium acetate (5.94 g, 72.4 mmols), and the mixture was stirred at room temperature for 1 hour. The reaction mixture was filtered, and the filtrate was concentrated under reduced pressure. Water was added to the residue, which was then extracted with ethyl acetate. The extract was washed with a saturated saline solution and then d... Reactants: COc1cc(C(=O)N2CCC(CCOS(C)(=O)=O)(c3ccccc3)C2)cc(OC)c1OC, CC#N, CCOC(C)=O, CCN(C(C)C)C(C)C, Cl, [I-], [K+], OCCn1c(N2CCCNCC2)nc2ccccc21. Product: COc1cc(C(=O)N2CCC(CCN3CCCN(c4nc5ccccc5n4CCO)CC3)(c3ccccc3)C2)cc(OC)c1OC. RXN SMILES: [CH3:1][O:2][c:3]1[cH:4][c:5]([C:6](=[O:7])[N:8]2[CH2:9][C:10]([CH2:13][CH2:14][O:15][S:16]([CH3:17])(=[O:18])=[O:19])([c:20]3[cH:21][cH:22][cH:23][cH:24][cH:25]3)[CH2:11][CH2:12]2)[cH:26][c:27]([O:31][CH3:32])[c:28]1[O:29][CH3:30].[CH3:64][C:65]#[N:66].[CH3:67][CH2:68][O:69][C:70](=[O:71])[CH3:72].[CH:55]([N:56]([CH2:57][CH3:58])[CH:59]([CH3:60])[CH3:61])([CH3:62])[CH3:63].[ClH:33].[I-:54].[K+:53].[OH:34][CH2:35][CH2:36][n:37]1[c:38]([N:46]2[CH2:47][CH2:48][NH:49][CH2:50][CH2:51][CH2:52]2)[n:39][c:40]2[c:41]1[cH:42][cH:43][cH:44][cH:45]2>>[CH3:1][O:2][c:3]1[cH:4][c:5]([C:6](=[O:7])[N:8]2[CH2:9][C:10]([CH2:13][CH2:14][N:49]3[CH2:48][CH2:47][N:46]([c:38]4[n:37]([CH2:36][CH2:35][OH:34])[c:41]5[c:40]([n:39]4)[cH:45][cH:44][cH:43][cH:42]5)[CH2:52][CH2:51][CH2:50]3)([c:20]3[cH:21][cH:22][cH:23][cH:24][cH:25]3)[CH2:11][CH2:12]2)[cH:26][c:27]([O:31][CH3:32])[c:28]1[O:29][CH3:30].